This data is from the Open Reaction Database (ORD), a public repository of structured organic reaction records. The task is: describe an organic reaction: reactants, conditions, products, and yield Reactants: CC(C)=C (isobutylene). Run in CC=1C=CC=CC1C (o-xylene). Product: CC1=C(C=C(C=C1)C(C)(C)C)C (1,2-dimethyl-4-t-butylbenzene). As a reaction SMILES: [CH3:1][C:2](=[CH2:4])[CH3:3]>CC1C=CC=CC=1C>[CH3:4][C:2]1[CH:3]=[CH:3][C:2]([C:4]([CH3:1])([CH3:2])[CH3:4])=[CH:1][C:1]=1[CH3:3]. Reported procedure: At 190° C. o-xylene was alkylated with isobutylene to give 1,2-dimethyl-4-t-butylbenzene. The selectivity was 97% and conversion of the olefin 95%. The reaction was maintained for 48 hours without a decline in catalyst activity. Starting materials: CC(C)(C)C(=O)OCn1cc(C(O)c2ccccc2CO)c2cc(Br)cnc21, ClCCl. Product: CC(C)(C)C(=O)OCn1cc(C2OCc3ccccc32)c2cc(Br)cnc21. Reaction SMILES: [Br:1][c:2]1[cH:3][c:4]2[c:5]([n:6][cH:7]1)[n:8]([CH2:21][O:22][C:23]([C:24]([CH3:25])([CH3:26])[CH3:27])=[O:28])[cH:9][c:10]2[CH:11]([c:12]1[c:13]([CH2:18][OH:19])[cH:14][cH:15][cH:16][cH:17]1)[OH:20].[Cl:29][CH2:30][Cl:31]>>[Br:1][c:2]1[cH:3][c:4]2[c:5]([n:6][cH:7]1)[n:8]([CH2:21][O:22][C:23]([C:24]([CH3:25])([CH3:26])[CH3:27])=[O:28])[cH:9][c:10]2[CH:11]1[c:12]2[c:13]([cH:14][cH:15][cH:16][cH:17]2)[CH2:18][O:20]1. The reactants are BrCCCCCCCBr, CN(C(=O)OC(C)(C)C)C1CCC(O)CC1. Yields the product CN(C(=O)OC(C)(C)C)C1CCC(OCCCCCCCBr)CC1. As a reaction SMILES: [Br:17][CH2:18][CH2:19][CH2:20][CH2:21][CH2:22][CH2:23][CH2:24][Br:25].[C:1]([CH3:2])([CH3:3])([CH3:4])[O:5][C:6]([N:7]([CH3:8])[CH:9]1[CH2:10][CH2:11][CH:12]([OH:15])[CH2:13][CH2:14]1)=[O:16]>>[C:1]([CH3:2])([CH3:3])([CH3:4])[O:5][C:6]([N:7]([CH3:8])[CH:9]1[CH2:10][CH2:11][CH:12]([O:15][CH2:24][CH2:23][CH2:22][CH2:21][CH2:20][CH2:19][CH2:18][Br:17])[CH2:13][CH2:14]1)=[O:16]. Starting materials: [H-].[Na+] (NaH), C1(=CC=CC=C1)OC(NC1=CC(=C(C=C1)S(=O)(=O)C(C)C)CN(C)C(=O)OC(C)(C)C)=O ([3-[(tert-Butoxycarbonyl-methyl-amino)-methyl]-4-(propane-2-sulfonyl)-phenyl]-carbamic acid phenyl ester), BrC1=CC(=C(C=C1)CCO)CC (2-(4-bromo-2-ethylphenyl)ethanol). The solvent is C1CCOC1 (THF). Run at time 15 hour. The product is BrC1=CC(=C(C=C1)CCOC(NC1=CC(=C(C=C1)S(=O)(=O)C(C)C)CN(C)C(=O)OC(C)(C)C)=O)CC ([3-[(tert-Butoxycarbonyl-methyl-amino)-methyl]-4-(propane-2-sulfonyl)-phenyl]-carbamic acid 2-(4-bromo-2-ethyl-phenyl)-ethyl ester). Isolated yield 90.6%. Reaction SMILES: [H-].[Na+].C1([O:9][C:10](=[O:34])[NH:11][C:12]2[CH:17]=[CH:16][C:15]([S:18]([CH:21]([CH3:23])[CH3:22])(=[O:20])=[O:19])=[C:14]([CH2:24][N:25]([C:27]([O:29][C:30]([CH3:33])([CH3:32])[CH3:31])=[O:28])[CH3:26])[CH:13]=2)C=CC=CC=1.[Br:35][C:36]1[CH:41]=[CH:40][C:39]([CH2:42][CH2:43]O)=[C:38]([CH2:45][CH3:46])[CH:37]=1>C1COCC1>[Br:35][C:36]1[CH:41]=[CH:40][C:39]([CH2:42][CH2:43][O:9][C:10](=[O:34])[NH:11][C:12]2[CH:17]=[CH:16][C:15]([S:18]([CH:21]([CH3:23])[CH3:22])(=[O:20])=[O:19])=[C:14]([CH2:24][N:25]([C:27]([O:29][C:30]([CH3:32])([CH3:33])[CH3:31])=[O:28])[CH3:26])[CH:13]=2)=[C:38]([CH2:45][CH3:46])[CH:37]=1 |f:0.1|. Procedure details: NaH (190 mg, 4.7 mmol) was added in one portion to a solution of 16G (547 mg, 1.2 mmol) and 36B (1000 mg, 4.4 mmol) in THF (20 mL) at −40° C. The reaction was warmed slowly to ambient temperature over 2 h and stirred for 15 h. The reaction was quenched with saturated citric acid and diluted with EtOAc. The mixture washed with brine, dried over Na2SO4 and concentrated in vacuo. The crude product was purified by flash chromatography (0% to 100% EtOAc in hexanes) to afford 43A (650 mg, 92%) as a ye... Starting materials: C(C)(C)(C)OC(=O)NC1(CC1)[C@H]1CN(CC1)[C@@H](C)C1=CC=CC=C1 (3-(R)-[1-(tert-butoxycarbonylamino)cyclopropyl]-1-[1-(S)-phenylethyl]pyrrolidine). The reagents and catalysts are [C].[Pd] (palladium carbon). Run in C(C)O (ethanol). Conditions: temperature 40 celsius, time 3 hour. Yields the product C(C)(C)(C)OC(=O)NC1(CC1)[C@H]1CNCC1 (3-(R)-[1-(tert-butoxycarbonylamino)cyclopropyl]pyrrolidine). RXN SMILES: [C:1]([O:5][C:6]([NH:8][C:9]1([C@@H:12]2[CH2:16][CH2:15][N:14]([C@H](C3C=CC=CC=3)C)[CH2:13]2)[CH2:11][CH2:10]1)=[O:7])([CH3:4])([CH3:3])[CH3:2]>C(O)C.[C].[Pd]>[C:1]([O:5][C:6]([NH:8][C:9]1([C@@H:12]2[CH2:16][CH2:15][NH:14][CH2:13]2)[CH2:10][CH2:11]1)=[O:7])([CH3:4])([CH3:2])[CH3:3] |f:2.3|. Procedure: 3-(R)-[1-(tert-butoxycarbonylamino)cyclopropyl]-1-[1-(S)-phenylethyl]pyrrolidine (270 mg, 0.817 mmol) was dissolved in ethanol (15 ml), and after adding a 10% palladium carbon catalyst (water content: 52.0%; 270 mg), it was stirred at 40° C. for 3 hours under a hydrogen atmosphere at atmospheric pressure. After removing the catalyst by filtering (ethanol washing), the filtrate was concentrated under a reduced pressure, and as a result, 185 mg (quantitative) of the title compound was obtained in ... Starting materials: O.C1(=CC=C(C=C1)S(=O)(=O)O)C (p-Toluenesulfonic acid hydrate), ClC1=NC=CC(=N1)C1=CN(C2=CC=CC=C12)C (3-(2-chloropyrimidin-4-yl)-1-methylindole), ClC1=NC=CC(=N1)C1=CN(C2=CC=CC=C12)C (3-(2-chloropyrimidin-4-yl)-1-methylindole), FC1=CC(=C(N)C=C1[N+](=O)[O-])OC (4-fluoro-2-methoxy-5-nitroaniline), FC1=CC(=C(N)C=C1[N+](=O)[O-])OC (4-fluoro-2-methoxy-5-nitroaniline). Solvent: CC(CCC)O (2-pentanol). Run at temperature 105 celsius, time 2.5 hour. Product: FC1=CC(=C(C=C1[N+](=O)[O-])NC1=NC=CC(=N1)C1=CN(C2=CC=CC=C12)C)OC (N-(4-Fluoro-2-methoxy-5-nitrophenyl)-4-(1-methylindol-3-yl)pyrimidin-2-amine). RXN SMILES: O.C1(C)C=CC(S(O)(=O)=O)=CC=1.Cl[C:14]1[N:19]=[C:18]([C:20]2[C:28]3[C:23](=[CH:24][CH:25]=[CH:26][CH:27]=3)[N:22]([CH3:29])[CH:21]=2)[CH:17]=[CH:16][N:15]=1.[F:30][C:31]1[C:37]([N+:38]([O-:40])=[O:39])=[CH:36][C:34]([NH2:35])=[C:33]([O:41][CH3:42])[CH:32]=1>CC(O)CCC>[F:30][C:31]1[C:37]([N+:38]([O-:40])=[O:39])=[CH:36][C:34]([NH:35][C:14]2[N:19]=[C:18]([C:20]3[C:28]4[C:23](=[CH:24][CH:25]=[CH:26][CH:27]=4)[N:22]([CH3:29])[CH:21]=3)[CH:17]=[CH:16][N:15]=2)=[C:33]([O:41][CH3:42])[CH:32]=1 |f:0.1|. Procedure details: p-Toluenesulfonic acid hydrate (22.73 g, 119.5 mmol) was added in one portion to a mixture of 3-(2-chloropyrimidin-4-yl)-1-methylindole (Intermediate 130, 24.27 g, 99.58 mmol) and 4-fluoro-2-methoxy-5-nitroaniline (Intermediate 23, 18.54 g, 99.58 mmol) in 2-pentanol (500 mL). The resulting mixture was stirred at 105° C. for 2.5 h. and then cooled to r.t. The resulting precipitate was collected by filtration, washed with 2-pentanol (50 mL) and dried under vacuum to give some of the desired produc... Procedure: Combine 2,4,6-trifluoro-N-[6-(piperidin-4-yloxy)pyridin-2-yl]-benzamide (example 84, 250 mg, 0.71 mmol), NaHCO3 (96 mg, 1.14 mmol), KI (24 mg, 0.14 mmol) and DMF (5 mL). Add methanesulfonic acid 2-(isopropyl-1H-pyrazol-4-yl)-ethyl ester (214 mg, 0.92 mmol) dropwise to the above mixture and then beat at 80° C. overnight. Quench the reaction with 0.1N NaOH solution, extract with ether/ethylacetate (8:1) three times. Combine the organic layers, dry over Na2SO4, filter and concentrate to give a resi... The product is FC1=C(C(=O)NC2=NC(=CC=C2)OC2CCN(CC2)CCC=2C=NN(C2)C(C)C)C(=CC(=C1)F)F (2,4,6-Trifluoro-N-(6-{1-[2-(1-isopropyl-1H-pyrazol-4-yl)-ethyl]-piperidin-4-yloxy}-pyridin-2-yl)-benzamide). Isolated yield 27.7%. Solvent: CN(C)C=O (DMF). Reaction SMILES: [F:1][C:2]1[CH:23]=[C:22]([F:24])[CH:21]=[C:20]([F:25])[C:3]=1[C:4]([NH:6][C:7]1[CH:12]=[CH:11][CH:10]=[C:9]([O:13][CH:14]2[CH2:19][CH2:18][NH:17][CH2:16][CH2:15]2)[N:8]=1)=[O:5].C([O-])(O)=O.[Na+].[CH:31]([N:34]1[CH:38]=[C:37]([CH2:39][CH2:40]OS(C)(=O)=O)[CH:36]=[N:35]1)([CH3:33])[CH3:32]>CN(C=O)C>[F:25][C:20]1[CH:21]=[C:22]([F:24])[CH:23]=[C:2]([F:1])[C:3]=1[C:4]([NH:6][C:7]1[CH:12]=[CH:11][CH:10]=[C:9]([O:13][CH:14]2[CH2:15][CH2:16][N:17]([CH2:40][CH2:39][C:37]3[CH:36]=[N:35][N:34]([CH:31]([CH3:33])[CH3:32])[CH:38]=3)[CH2:18][CH2:19]2)[N:8]=1)=[O:5] |f:1.2|. The reactants are FC1=C(C(=O)NC2=NC(=CC=C2)OC2CCNCC2)C(=CC(=C1)F)F (2,4,6-Trifluoro-N-[6-(piperidin-4-yloxy)pyridin-2-yl]-benzamide), C(=O)(O)[O-].[Na+] (NaHCO3), C(C)(C)N1N=CC(=C1)CCOS(=O)(=O)C (methanesulfonic acid 2-(isopropyl-1H-pyrazol-4-yl)-ethyl ester).